This data is from the Open Reaction Database (ORD), a public repository of structured organic reaction records. The task is: describe an organic reaction: reactants, conditions, products, and yield Starting materials: CO, C=CC12CCC(=O)C=C1c1c(cc(OCC(=O)OC)c(Cl)c1Cl)C2, [Na+], [OH-]. Yields the product C=CC12CCC(=O)C=C1c1c(cc(OCC(=O)O)c(Cl)c1Cl)C2. Reaction SMILES: [CH3:27][OH:28].[Cl:1][c:2]1[c:3]2[c:11]([cH:12][c:13]([O:16][CH2:17][C:18](=[O:19])[O:20][CH3:21])[c:14]1[Cl:15])[CH2:10][C:9]1([CH:22]=[CH2:23])[C:4]2=[CH:5][C:6](=[O:24])[CH2:7][CH2:8]1.[Na+:26].[OH-:25]>>[Cl:1][c:2]1[c:3]2[c:11]([cH:12][c:13]([O:16][CH2:17][C:18](=[O:19])[OH:20])[c:14]1[Cl:15])[CH2:10][C:9]1([CH:22]=[CH2:23])[C:4]2=[CH:5][C:6](=[O:24])[CH2:7][CH2:8]1. Reactants: COP(OC)(=O)CCOC(C)=O (2-acetoxyethane-phosphonic acid dimethyl ester), [Na] (sodium), C(C)(=O)OC.CO (methyl acetate methanol). Run in CO (methanol). The product is COP(OC)(=O)CCO (2-hydroxyethane-phosphonic acid dimethyl ester). Yield: 84.0%. Reaction SMILES: [CH3:1][O:2][P:3]([CH2:7][CH2:8][O:9]C(=O)C)(=[O:6])[O:4][CH3:5].[Na].C(OC)(=O)C.CO>CO>[CH3:1][O:2][P:3]([CH2:7][CH2:8][OH:9])(=[O:6])[O:4][CH3:5] |f:2.3,^1:12|. Reported procedure: 600 g of 2-acetoxyethane-phosphonic acid dimethyl ester are heated for 5 hours to 65°-75°C in 600 ml of methanol to which 3 g of sodium had been added. A mixture of methyl acetate/methanol is removed continuously by distillation. The reaction being terminated, the residue is submitted to distillation under reduced pressure, 369 g of 2-hydroxyethane-phosphonic acid dimethyl ester (boiling point: 122°C/0.2 torr) are obtained, corresponding to a yield of 84% in the theoretical. Starting materials: C(C)(C)(C)OC(CCC1=C(C=C(C=C1)OCCC=1N=C(OC1C)C1=CC=C(C=C1)O)CNC(=O)OC(C)C)=O (3-[4-{2-[2-(4-Hydroxy-phenyl)-5-methyl-oxazol-4-yl]-ethoxy}-2-(isopropoxycarbonylamino-methyl)-phenyl]-propionic acid tert-butyl ester), IC(C)C (2-iodopropane), C(=O)([O-])[O-].[K+].[K+] (K2CO3). Run in C(C)O (ethanol). Yields the product C(C)(C)(C)OC(CCC1=C(C=C(C=C1)OCCC=1N=C(OC1C)C1=CC=C(C=C1)OC(C)C)CNC(=O)OC(C)C)=O (3-(2-(isopropoxycarbonylamino-methyl)-4-{2-[2-(4-isopropoxy-phenyl)-5-methyl-oxazol-4-yl]-ethoxy}-phenyl)-propionic acid tert-butyl ester). The yield is 64.9%. As a reaction SMILES: [C:1]([O:5][C:6](=[O:39])[CH2:7][CH2:8][C:9]1[CH:14]=[CH:13][C:12]([O:15][CH2:16][CH2:17][C:18]2[N:19]=[C:20]([C:24]3[CH:29]=[CH:28][C:27]([OH:30])=[CH:26][CH:25]=3)[O:21][C:22]=2[CH3:23])=[CH:11][C:10]=1[CH2:31][NH:32][C:33]([O:35][CH:36]([CH3:38])[CH3:37])=[O:34])([CH3:4])([CH3:3])[CH3:2].I[CH:41]([CH3:43])[CH3:42].C([O-])([O-])=O.[K+].[K+]>C(O)C>[C:1]([O:5][C:6](=[O:39])[CH2:7][CH2:8][C:9]1[CH:14]=[CH:13][C:12]([O:15][CH2:16][CH2:17][C:18]2[N:19]=[C:20]([C:24]3[CH:25]=[CH:26][C:27]([O:30][CH:41]([CH3:43])[CH3:42])=[CH:28][CH:29]=3)[O:21][C:22]=2[CH3:23])=[CH:11][C:10]=1[CH2:31][NH:32][C:33]([O:35][CH:36]([CH3:37])[CH3:38])=[O:34])([CH3:4])([CH3:3])[CH3:2] |f:2.3.4|. Procedure: A solution of 3-[4-{2-[2-(4-hydroxy-phenyl)-5-methyl-oxazol-4-yl]-ethoxy}-2-(isopropoxycarbonylamino-methyl)-phenyl]-propionic acid tert-butyl ester (300 mg, 0.557 mmol, Example 406) in ethanol (20 mL) was treated with 2-iodopropane (473 mg, 2.78 mmol) and K2CO3 (231 mg, 1.67 mmol) and was heated at reflux overnight. The reaction mixture was cooled and concentrated. The residue was diluted with H2O and ethyl acetate. The layers were separated, and the aqueous layer was extracted with ethyl aceta... The reactants are O=C([O-])O, Cc1ccc(NC(=O)c2cccc(C(C)(C)C#N)c2)cc1Oc1ccc2nc(N)nn2c1, [Na+], c1ccncc1, O=C(Cl)c1cccnc1. Product: Cc1ccc(NC(=O)c2cccc(C(C)(C)C#N)c2)cc1Oc1ccc2nc(NC(=O)c3cccnc3)nn2c1. RXN SMILES: [C:42](=[O:43])([O-:44])[OH:45].[NH2:1][c:2]1[n:3][n:4]2[c:5]([cH:6][cH:7][c:8]([O:10][c:11]3[cH:12][c:13]([NH:18][C:19]([c:20]4[cH:21][c:22]([C:26]([CH3:27])([CH3:28])[C:29]#[N:30])[cH:23][cH:24][cH:25]4)=[O:31])[cH:14][cH:15][c:16]3[CH3:17])[cH:9]2)[n:32]1.[Na+:46].[cH:47]1[cH:48][cH:49][n:50][cH:51][cH:52]1.[n:33]1[cH:34][c:35]([C:39](=[O:40])[Cl:41])[cH:36][cH:37][cH:38]1>>[NH:1]([c:2]1[n:3][n:4]2[c:5]([cH:6][cH:7][c:8]([O:10][c:11]3[cH:12][c:13]([NH:18][C:19]([c:20]4[cH:21][c:22]([C:26]([CH3:27])([CH3:28])[C:29]#[N:30])[cH:23][cH:24][cH:25]4)=[O:31])[cH:14][cH:15][c:16]3[CH3:17])[cH:9]2)[n:32]1)[C:39]([c:35]1[cH:34][n:33][cH:38][cH:37][cH:36]1)=[O:40]. The reactants are FC1=C(C=CC=C1)SC1=C(C=O)C=C(C=C1)OC (2-(2-fluorophenylthio)-5-methoxybenzaldehyde), [Cl-].[NH4+] (ammonium chloride), [Mg] (magnesium), CN1CCC(CC1)Cl (1-methyl-4-chloropiperidine). The solvent is O1CCCC1 (tetrahydrofuran), O1CCCC1 (tetrahydrofuran). Reaction conditions: time 15 minute. Yields the product Grignard reagent, CN1CCC(CC1)C(C1=C(C=CC(=C1)OC)SC1=C(C=CC=C1)F)O (α-(1-methyl-4-piperidyl)-2-(2-fluorophenylthio)-5-methoxybenzyl alcohol). Isolated yield 94.5%. RXN SMILES: [Mg].[CH3:2][N:3]1[CH2:8][CH2:7][CH:6](Cl)[CH2:5][CH2:4]1.[F:10][C:11]1[CH:16]=[CH:15][CH:14]=[CH:13][C:12]=1[S:17][C:18]1[CH:25]=[CH:24][C:23]([O:26][CH3:27])=[CH:22][C:19]=1[CH:20]=[O:21].[Cl-].[NH4+]>O1CCCC1>[CH3:2][N:3]1[CH2:8][CH2:7][CH:6]([CH:20]([OH:21])[C:19]2[CH:22]=[C:23]([O:26][CH3:27])[CH:24]=[CH:25][C:18]=2[S:17][C:12]2[CH:13]=[CH:14][CH:15]=[CH:16][C:11]=2[F:10])[CH2:5][CH2:4]1 |f:3.4|. Procedure details: A solution of the Grignard reagent is prepared by reaction of 2.5 g of magnesium with 13.35 g of 1-methyl-4-chloropiperidine (reference above) in 80 ml of tetrahydrofuran in the usual manner. Over 15 minutes with stirring, a solution of 18.2 g of 2-(2-fluorophenylthio)-5-methoxybenzaldehyde in 40 ml tetrahydrofuran is added dropwise and the mixture refluxed for 4 hours. After cooling, it is decomposed with 20% ammonium chloride solution and extracted with benzene. The extract is dried with potas...